This data is from the Open Reaction Database (ORD), a public repository of structured organic reaction records. The task is: describe an organic reaction: reactants, conditions, products, and yield Reactants: CCCCCC(C)OC(=O)CC1CCCN(C(=O)c2ccc(N3CCCC3)cc2Cl)c2ccccc21, CO, Cl, [Na+], [OH-]. Product: O=C(O)CC1CCCN(C(=O)c2ccc(N3CCCC3)cc2Cl)c2ccccc21. RXN SMILES: [CH3:1][CH:2]([CH2:3][CH2:4][CH2:5][CH2:6][CH3:7])[O:8][C:9](=[O:10])[CH2:11][CH:12]1[CH2:13][CH2:14][CH2:15][N:16]([C:23]([c:24]2[c:25]([Cl:35])[cH:26][c:27]([N:30]3[CH2:31][CH2:32][CH2:33][CH2:34]3)[cH:28][cH:29]2)=[O:36])[c:17]2[c:18]1[cH:19][cH:20][cH:21][cH:22]2.[CH3:40][OH:41].[ClH:39].[Na+:38].[OH-:37]>>[O:8]=[C:9]([OH:10])[CH2:11][CH:12]1[CH2:13][CH2:14][CH2:15][N:16]([C:23]([c:24]2[c:25]([Cl:35])[cH:26][c:27]([N:30]3[CH2:31][CH2:32][CH2:33][CH2:34]3)[cH:28][cH:29]2)=[O:36])[c:17]2[c:18]1[cH:19][cH:20][cH:21][cH:22]2. The reactants are BrC1=CC=C2C=C(C(=C(C2=C1)C1=CC=C(C=C1)Cl)C(C(=O)OCC)OC(C)(C)C)C (ethyl 2-(7-bromo-1-(4-chlorophenyl)-3-methylnaphthalen-2-yl)-2-tert-butoxyacetate), CC=1SC(=C(N1)C)C(C)(C#C)O (2-(2,4-dimethylthiazol-5-yl)but-3-yn-2-ol). The product is C(C)(C)(C)O[C@H](C(=O)O)C1=C(C2=CC(=CC=C2C=C1C)C#CC(C)(O)C1=C(N=C(S1)C)C)C1=CC=C(C=C1)Cl ((2S)-2-tert-butoxy-2-(1-(4-chlorophenyl)-7-(3-(2,4-dimethylthiazol-5-yl)-3-hydroxybut-1-ynyl)-3-methylnaphthalen-2-yl)acetic acid). As a reaction SMILES: Br[C:2]1[CH:11]=[C:10]2[C:5]([CH:6]=[C:7]([CH3:30])[C:8]([CH:19]([O:25][C:26]([CH3:29])([CH3:28])[CH3:27])[C:20]([O:22]CC)=[O:21])=[C:9]2[C:12]2[CH:17]=[CH:16][C:15]([Cl:18])=[CH:14][CH:13]=2)=[CH:4][CH:3]=1.[CH3:31][C:32]1[S:33][C:34]([C:38]([OH:42])([C:40]#[CH:41])[CH3:39])=[C:35]([CH3:37])[N:36]=1>>[C:26]([O:25][C@@H:19]([C:8]1[C:7]([CH3:30])=[CH:6][C:5]2[C:10](=[CH:11][C:2]([C:41]#[C:40][C:38]([C:34]3[S:33][C:32]([CH3:31])=[N:36][C:35]=3[CH3:37])([OH:42])[CH3:39])=[CH:3][CH:4]=2)[C:9]=1[C:12]1[CH:13]=[CH:14][C:15]([Cl:18])=[CH:16][CH:17]=1)[C:20]([OH:22])=[O:21])([CH3:27])([CH3:28])[CH3:29]. Procedure: (2S)-2-tert-butoxy-2-(1-(4-chlorophenyl)-7-(3-(2,4-dimethylthiazol-5-yl)-3-hydroxybut-1-ynyl)-3-methylnaphthalen-2-yl)acetic acid was prepared by the method in Example 8 from ethyl 2-(7-bromo-1-(4-chlorophenyl)-3-methylnaphthalen-2-yl)-2-tert-butoxyacetate and 2-(2,4-dimethylthiazol-5-yl)but-3-yn-2-ol. 1H-NMR: 400 MHz, (CD3OD) δ: 7.78 (d, J=8 Hz, 1H), 7.70 (s, 1H), 7.58 (m, 3H), 7.43 (d, J=8 Hz, 1H), 7.32 (m, 2H), 5.18 (s, 1H), 2.64 (s, 3H), 2.61 (s, 3H), 2.47 (s, 3H), 1.82 (s, 3H), 0.98 (s, 9H)...